From a dataset of the Open Reaction Database (ORD), a public repository of structured organic reaction records. describe an organic reaction: reactants, conditions, products, and yield Reactants: COC1=C(C=CC(=C1)OC)C=1NC=2C(=[N+](C=CC2)[O-])N1 (2-(2,4-dimethoxy-phenyl)-imidazo[4,5-b]pyridin-4-oxide), O (water), ice, Cl (hydrochloric acid). Solvent: C(C)(=O)OC(C)=O (acetic anhydride). Conditions: temperature 120 celsius, time 30 minute. Product: COC1=C(C=CC(=C1)OC)C1=NC=2C(NC(CC2)=O)=N1 (2-(2,4-Dimethoxy-phenyl)-4H-imidazo[4,5-b]pyridin-5-one). Reaction SMILES: [CH3:1][O:2][C:3]1[CH:8]=[C:7]([O:9][CH3:10])[CH:6]=[CH:5][C:4]=1[C:11]1[NH:12][C:13]2[C:14]([N:20]=1)=[N+:15]([O-])[CH:16]=[CH:17][CH:18]=2.Cl.[OH2:22]>C(OC(=O)C)(=O)C>[CH3:1][O:2][C:3]1[CH:8]=[C:7]([O:9][CH3:10])[CH:6]=[CH:5][C:4]=1[C:11]1[N:20]=[C:14]2[NH:15][C:16](=[O:22])[CH2:17][CH:18]=[C:13]2[N:12]=1. Reported procedure: Four grams of 2-(2,4-dimethoxy-phenyl)-imidazo[4,5-b]pyridin-4-oxide is suspended in 40 ml of acetic anhydride and refluxed for 2.75 hours. After cooling the mixture is poured onto 150 ml of ice, 25 ml of 6N hydrochloric acid are added, and the mixture is stirred at 120° C. for 30 minutes. It is cooled to ambient temperature, 50 ml of water are added, and the precipitate is subjected to suction filtration. The product is purified by chromatography on silica gel [eluant: methylene chloride/methan... Reactants: [Al+3], O=C(Cl)C(=O)Cl, C1CCOC1, Cc1cccc(OC(C)(C)C(=O)O)c1C, [Cl-], [Cl-], [Cl-], CN(C)C=O. The product is Cc1ccc2c(c1C)OC(C)(C)C2=O. Reaction SMILES: [Al+3:28].[C:1]([Cl:2])(=[O:3])[C:4]([Cl:5])=[O:6].[CH2:31]1[O:32][CH2:33][CH2:34][CH2:35]1.[CH3:12][c:13]1[c:14]([O:15][C:16]([C:17](=[O:18])[OH:19])([CH3:20])[CH3:21])[cH:22][cH:23][cH:24][c:25]1[CH3:26].[Cl-:27].[Cl-:29].[Cl-:30].[O:7]=[CH:8][N:9]([CH3:10])[CH3:11]>>[CH3:12][c:13]1[c:14]2[c:22]([cH:23][cH:24][c:25]1[CH3:26])[C:17](=[O:19])[C:16]([CH3:20])([CH3:21])[O:15]2. Reactants: N(=[N+]=[N-])CCN1C(NC2=C1C=CC=C2)=O (1-(2-azidoethyl)-2,3-dihydro-2-oxo-1H-benzimidazole), [H][H] (hydrogen). Reagents/catalysts: [C].[Pd] (palladium-carbon). Run in C(C)O (ethanol), O (water). The product is NCCN1C(NC2=C1C=CC=C2)=O (1-(2-aminoethyl)-2,3-dihydro-2-oxo-1H-benzimidazole). The yield is 89.1%. As a reaction SMILES: [N:1]([CH2:4][CH2:5][N:6]1[C:10]2[CH:11]=[CH:12][CH:13]=[CH:14][C:9]=2[NH:8][C:7]1=[O:15])=[N+]=[N-].[H][H]>C(O)C.O.[C].[Pd]>[NH2:1][CH2:4][CH2:5][N:6]1[C:10]2[CH:11]=[CH:12][CH:13]=[CH:14][C:9]=2[NH:8][C:7]1=[O:15] |f:4.5|. Reported procedure: In 150 ml of ethanol was dissolved 1.3 g (6.4 mmol) of Compound i followed by addition of a suspension of 65 mg (5 w/w%) of 10% palladium-carbon in 2 ml of water. The mixture was stirred at room temperature for 4.5 hours, with hydrogen gas being bubbled into the mixture. The reaction mixture was then filtered and the filtrate was concentrated to give 1.01 g (89.1%) of 1-(2-aminoethyl)-2,3-dihydro-2-oxo-1H-benzimidazole (Compound j) as white crystals. Starting materials: OC(CCCC(CC=CC(=CC(=O)O)C)C)(C)C (11-hydroxy-3,7,11-trimethyldodeca-2,4-dienoic acid), solution, C(C)[Li] (ethyllithium), [Cl-].[NH4+] (ammonium chloride). Run in C1=CC=CC=C1 (benzene), CCOCC (ether), CCOCC (ether). Run at time 8 hour. Yields the product OC(CCCC(CC=CC(=CC(CC)=O)C)C)(C)C (13-hydroxy-5,9,13-trimethyltetradeca-4,6-dien-3-one). As a reaction SMILES: [OH:1][C:2]([CH3:18])([CH3:17])[CH2:3][CH2:4][CH2:5][CH:6]([CH3:16])[CH2:7][CH:8]=[CH:9][C:10]([CH3:15])=[CH:11][C:12]([OH:14])=O.[CH2:19]([Li])[CH3:20].[Cl-].[NH4+]>C1C=CC=CC=1.CCOCC>[OH:1][C:2]([CH3:18])([CH3:17])[CH2:3][CH2:4][CH2:5][CH:6]([CH3:16])[CH2:7][CH:8]=[CH:9][C:10]([CH3:15])=[CH:11][C:12](=[O:14])[CH2:19][CH3:20] |f:2.3|. Procedure details: To a solution of 3.35 g. of 11-hydroxy-3,7,11-trimethyldodeca-2,4-dienoic acid in 50 ml. ether at -20°C under nitrogen is added dropwise 59.1 ml. of a 0.67 molar solution of ethyllithium in benzene. The reaction mixture is allowed to warm to room temperature and is stirred overnight. The reaction mixture is then taken up in a mixture of ether and saturated aqueous ammonium chloride. The organic layer is separated, is washed with saturated aqueous ammonium chloride, 5% aqueous sodium bicarbonate,... Reactants: CC=1N(C2=C(C=NC=C2)N1)CCCCO (2-methyl-1-(4-hydroxybutyl)imidazo[4,5-c]pyridine), C=C1CC(=O)O1 (diketene). The solvent is CC(=O)C (acetone). Conditions: time 2 hour. Yields the product O=C(CC(=O)OCCCCN1C(=NC=2C=NC=CC21)C)C (4-(2-Methylimidazo[4,5-c]pyrid-1-yl)butyl 3-oxobutanoate). Isolated yield 74.1%. RXN SMILES: [CH3:1][C:2]1[N:3]([CH2:11][CH2:12][CH2:13][CH2:14][OH:15])[C:4]2[CH:9]=[CH:8][N:7]=[CH:6][C:5]=2[N:10]=1.[CH2:16]=[C:17]1[O:21][C:19](=[O:20])[CH2:18]1>CC(C)=O>[O:21]=[C:17]([CH3:16])[CH2:18][C:19]([O:15][CH2:14][CH2:13][CH2:12][CH2:11][N:3]1[C:4]2[CH:9]=[CH:8][N:7]=[CH:6][C:5]=2[N:10]=[C:2]1[CH3:1])=[O:20]. Procedure details: To a stirred solution of 2-methyl-1-(4-hydroxybutyl)imidazo[4,5-c]pyridine (0.5 g) in acetone (10 ml) at room temperature was added, dropwise, freshly distilled diketene (0.2 g). The solution was stirred at room temperature for 2 hours and then evaporated to dryness. The residue was chromatographed on silica gel eluting with a methylene chloride-ethyl acetate mixture and the fractions containing the product were evaporated under vacuum to leave the title compound, (0.51 g). Reactants: C1(=CC=CC=C1)CC(C)=O (Phenylacetone), C(=O)OCC (ethyl formate), [O-]CC.[Na+] (sodium ethoxide). The solvent is O (H2O), C1CCOC1 (THF). Yields the product O\C=C(/C(=O)C)\C1=CC=CC=C1 ((Z)-1-hydroxymethylene-1-phenylacetone). As a reaction SMILES: [C:1]1([CH2:7][C:8](=[O:10])[CH3:9])[CH:6]=[CH:5][CH:4]=[CH:3][CH:2]=1.[CH:11](OCC)=[O:12].[O-]CC.[Na+]>C1COCC1.O>[OH:12]/[CH:11]=[C:7](/[C:1]1[CH:6]=[CH:5][CH:4]=[CH:3][CH:2]=1)\[C:8]([CH3:9])=[O:10] |f:2.3|. Procedure details: Phenylacetone (Aldrich Chem. Co. 13,538-0; Beilstein 7, 303), XXVIa (101 g, 0.75 mol) was combined with 100 g (1.35 mol) of ethyl formate and added all at once to a suspension of 50 g (0.75 mol) of sodium ethoxide in 500 ml of THF. After 3 hours at room temperature the brown solution was diluted with 400 ml of H2O. Following extraction with benzene to remove unreacted starting material, the aqueous phase was acidified with dilute HCl. The product was extracted with benzene, washed with H2O, drie... Starting materials: CCc1cccc(C)c1NCN1CCOC1=O, Cc1ccccc1, O=C(Cl)CCl, c1ccncc1. The product is CCc1cccc(C)c1N(CN1CCOC1=O)C(=O)CCl. Reaction SMILES: [CH2:6]([CH3:7])[c:8]1[c:9]([NH:15][CH2:16][N:17]2[C:18](=[O:22])[O:19][CH2:20][CH2:21]2)[c:10]([CH3:14])[cH:11][cH:12][cH:13]1.[CH3:29][c:30]1[cH:31][cH:32][cH:33][cH:34][cH:35]1.[Cl:1][CH2:2][C:3](=[O:4])[Cl:5].[cH:23]1[cH:24][cH:25][n:26][cH:27][cH:28]1>>[Cl:1][CH2:2][C:3](=[O:4])[N:15]([c:9]1[c:8]([CH2:6][CH3:7])[cH:13][cH:12][cH:11][c:10]1[CH3:14])[CH2:16][N:17]1[C:18](=[O:22])[O:19][CH2:20][CH2:21]1. Starting materials: CO, Nc1nc(C2CC2)nc(C(=O)O)c1Cl, N, O, O=S(Cl)Cl, O=S(=O)(O)O. Yields the product COC(=O)c1nc(C2CC2)nc(N)c1Cl. RXN SMILES: [CH3:25][OH:26].[NH2:1][c:2]1[c:3]([Cl:14])[c:4]([C:11](=[O:12])[OH:13])[n:5][c:6]([CH:8]2[CH2:9][CH2:10]2)[n:7]1.[NH3:24].[OH2:27].[S:15]([Cl:16])([Cl:17])=[O:18].[S:19](=[O:20])(=[O:21])([OH:22])[OH:23]>>[NH2:1][c:2]1[c:3]([Cl:14])[c:4]([C:11](=[O:12])[O:13][CH3:25])[n:5][c:6]([CH:8]2[CH2:9][CH2:10]2)[n:7]1. The reactants are C1(CCCCC1)CCNS(=O)(=O)CCC (N-(2-cyclohexylethyl)-N-propanesulfonylamine), COC(C1=C(C=C(C=C1)CBr)C1=C(C=CC=C1)C)=O (4-bromomethyl-2-(2-methylphenyl)benzoic acid methyl ester). The product is COC(C1=C(C=C(C=C1)CN(S(=O)(=O)CCC)CCC1CCCCC1)C1=C(C=CC=C1)C)=O (4-(N-(2-Cyclohexylethyl)-N-propanesulfonylaminomethyl)-2-(2-methylphenyl)benzoic acid methyl ester). RXN SMILES: [CH:1]1([CH2:7][CH2:8][NH:9][S:10]([CH2:13][CH2:14][CH3:15])(=[O:12])=[O:11])[CH2:6][CH2:5][CH2:4][CH2:3][CH2:2]1.[CH3:16][O:17][C:18](=[O:34])[C:19]1[CH:24]=[CH:23][C:22]([CH2:25]Br)=[CH:21][C:20]=1[C:27]1[CH:32]=[CH:31][CH:30]=[CH:29][C:28]=1[CH3:33]>>[CH3:16][O:17][C:18](=[O:34])[C:19]1[CH:24]=[CH:23][C:22]([CH2:25][N:9]([CH2:8][CH2:7][CH:1]2[CH2:2][CH2:3][CH2:4][CH2:5][CH2:6]2)[S:10]([CH2:13][CH2:14][CH3:15])(=[O:12])=[O:11])=[CH:21][C:20]=1[C:27]1[CH:32]=[CH:31][CH:30]=[CH:29][C:28]=1[CH3:33]. Reported procedure: The desired product was prepared using the method described in Example 1174B starting with N-(2-cyclohexylethyl)-N-propanesulfonylamine, prepared as in Example 1187A, and 4-bromomethyl-2-(2-methylphenyl)benzoic acid methyl ester, prepared as in Example 1178A-D. m/e (ESI) 472 (MH+) The reactants are BrCC(=O)OC (methyl bromoacetate), FC(C1=C(C=CC=C1)CN1C2=CC=CC(=C2C=2C(=CC=CC12)O)C(N)=O)(F)F (9-[(2-trifluoromethylphenyl)methyl]-4-hydroxy-5-carbamoyl carbazole), resultant mixture. Solvent: C(C)(=O)OCC (ethyl acetate), CN(C)C=O (DMF). Conditions: time 15 minute. Product: FC(C1=C(C=CC=C1)CN1C2=CC=CC(=C2C=2C(=CC=CC12)OCC(=O)OC)C(N)=O)(F)F ({9-[(2-trifluoromethylphenyl)methyl]-5-carbamoylcarbazol-4-yl}oxyacetic acid, methyl ester). Yield: 66.7%. As a reaction SMILES: [F:1][C:2]([F:28])([F:27])[C:3]1[CH:8]=[CH:7][CH:6]=[CH:5][C:4]=1[CH2:9][N:10]1[C:22]2[CH:21]=[CH:20][CH:19]=[C:18]([OH:23])[C:17]=2[C:16]2[C:11]1=[CH:12][CH:13]=[CH:14][C:15]=2[C:24](=[O:26])[NH2:25].Br[CH2:30][C:31]([O:33][CH3:34])=[O:32]>CN(C=O)C.C(OCC)(=O)C>[F:28][C:2]([F:27])([F:1])[C:3]1[CH:8]=[CH:7][CH:6]=[CH:5][C:4]=1[CH2:9][N:10]1[C:22]2[CH:21]=[CH:20][CH:19]=[C:18]([O:23][CH2:30][C:31]([O:33][CH3:34])=[O:32])[C:17]=2[C:16]2[C:11]1=[CH:12][CH:13]=[CH:14][C:15]=2[C:24](=[O:26])[NH2:25]. Procedure: 40% Methanolic Triton B (0.18 mL, 0.4 mM) was added to a solution of the 9-[(2-trifluoromethylphenyl)methyl]-4-hydroxy-5-carbamoyl carbazole (120 mg, 0.31 mM) in 5 mL DMF at room temperature. After 15 minutes, methyl bromoacetate (98.5 mg, 0.62 mM) was added and the resultant mixture stirred at room temperature for 4.5 hours. The mixture was diluted with ethyl acetate, washed four times with H2O, 1 N HCl, H2O, sat. NaHCO3, and saturated brine, dried over magnesium sulfate, filtered, and concentr...